This data is from the Open Reaction Database (ORD), a public repository of structured organic reaction records. The task is: describe an organic reaction: reactants, conditions, products, and yield Reactants: OC1=C(C=CC=C1[N+](=O)[O-])NC(CC1=CC(=C(C=C1)OC)OC1CCCC1)=O (N-(2-hydroxy-3-nitrophenyl)-3-cyclopentyloxy-4-methoxy-phenylacetamide), C1(=CC=C(C=C1)S(=O)(=O)[O-])C.[NH+]1=CC=CC=C1 (pyridinium p-toluene-sulphonate). Solvent: C=1(C(=CC=CC1)C)C (xylene), O (water). Product: C1(CCCC1)OC=1C=C(CC=2OC3=C(N2)C=CC=C3[N+](=O)[O-])C=CC1OC (2-(3-cyclopentyloxy-4-methoxybenzyl)-7-nitrobenzoxazole). The yield is 58.1%. RXN SMILES: O[C:2]1[C:7]([N+:8]([O-:10])=[O:9])=[CH:6][CH:5]=[CH:4][C:3]=1[NH:11][C:12](=[O:28])[CH2:13][C:14]1[CH:19]=[CH:18][C:17]([O:20][CH3:21])=[C:16]([O:22][CH:23]2[CH2:27][CH2:26][CH2:25][CH2:24]2)[CH:15]=1.C1(C)C=CC(S([O-])(=O)=O)=CC=1.[NH+]1C=CC=CC=1>C1(C)C(C)=CC=CC=1.O>[CH:23]1([O:22][C:16]2[CH:15]=[C:14]([CH:19]=[CH:18][C:17]=2[O:20][CH3:21])[CH2:13][C:12]2[O:28][C:2]3[C:7]([N+:8]([O-:10])=[O:9])=[CH:6][CH:5]=[CH:4][C:3]=3[N:11]=2)[CH2:24][CH2:25][CH2:26][CH2:27]1 |f:1.2|. Procedure details: A solution of N-(2-hydroxy-3-nitrophenyl)-3-cyclopentyloxy-4-methoxy-phenylacetamide (2.0 g) and pyridinium p-toluene-sulphonate (500 mg) in xylene (140 ml) was heated at reflux, under nitrogen, overnight. The reaction mixture was cooled to room temperature, diluted with water (100 ml) and extracted with dichloro-methane (3×75 ml). The combined organic extracts were washed with water (3×100 ml), brine (100 ml), dried (CaSO4) and evaporated in-vacuo to yield an orange oil. The oil was purified by...